Dataset: the Open Reaction Database (ORD), a public repository of structured organic reaction records. Task: describe an organic reaction: reactants, conditions, products, and yield The reactants are CC(=O)CC(C)=O, CC(=O)[O-], CCO, Cl, Cl, O=N[O-], O=NO, CCCOc1ccc(N)cc1C1=NC(=O)C2=NN=NC2=N1, CCCOc1ccc(N)cc1C1=NC(=O)C2=NN=NC2=N1, NS(=O)(=O)O, [Na+], [Na+], O. Reaction SMILES: [CH3:56][C:57](=[O:58])[CH2:59][C:60]([CH3:61])=[O:62].[CH3:64][C:65](=[O:66])[O-:67].[CH3:70][CH2:71][OH:72].[ClH:22].[ClH:68].[N:44]([O-:45])=[O:46].[N:53]([OH:54])=[O:55].[NH2:1][c:2]1[cH:3][cH:4][c:5]([O:18][CH2:19][CH2:20][CH3:21])[c:6]([C:8]2=[N:9][C:10](=[O:17])[C:11]3=[N:12][N:13]=[N:14][C:15]3=[N:16]2)[cH:7]1.[NH2:23][c:24]1[cH:25][cH:26][c:27]([O:28][CH2:29][CH2:30][CH3:31])[c:32]([C:33]2=[N:42][C:40](=[O:41])[C:36]3=[N:37][N:38]=[N:39][C:35]3=[N:34]2)[cH:43]1.[NH2:48][S:49](=[O:50])(=[O:51])[OH:52].[Na+:47].[Na+:63].[OH2:69]>>[N:1]([c:2]1[cH:3][cH:4][c:5]([O:18][CH2:19][CH2:20][CH3:21])[c:6]([C:8]2=[N:9][C:10](=[O:17])[C:11]3=[N:12][N:13]=[N:14][C:15]3=[N:16]2)[cH:7]1)=[N:23][CH:59]([C:57]([CH3:56])=[O:58])[C:60]([CH3:61])=[O:62]. Product: CCCOc1ccc(N=NC(C(C)=O)C(C)=O)cc1C1=NC(=O)C2=NN=NC2=N1. Starting materials: C=CC(=O)OC(C)(C)C, CC(C)(O)c1cc(Br)cnc1N, CC(=O)[O-], CC(=O)[O-], CN(C)C=O, [Pd+2]. The product is CC(C)(C)OC(=O)C=Cc1cnc(N)c(C(C)(C)O)c1. Reaction SMILES: [C:13]([CH:14]=[CH2:15])(=[O:16])[O:17][C:18]([CH3:19])([CH3:20])[CH3:21].[NH2:1][c:2]1[n:3][cH:4][c:5]([Br:12])[cH:6][c:7]1[C:8]([CH3:9])([CH3:10])[OH:11].[O-:28][C:29]([CH3:30])=[O:31].[O-:32][C:33]([CH3:34])=[O:35].[O:22]=[CH:23][N:24]([CH3:25])[CH3:26].[Pd+2:27]>>[NH2:1][c:2]1[n:3][cH:4][c:5]([CH:15]=[CH:14][C:13](=[O:16])[O:17][C:18]([CH3:19])([CH3:20])[CH3:21])[cH:6][c:7]1[C:8]([CH3:9])([CH3:10])[OH:11]. Reactants: CC1CN(C)CCN1, CCSC1=NC(=O)C(=Cc2ccc3c(cnn3Cc3ccc(C(F)(F)F)cc3C(F)(F)F)c2)S1. The product is CC1CN(C)CCN1C1=NC(=O)C(=Cc2ccc3c(cnn3Cc3ccc(C(F)(F)F)cc3C(F)(F)F)c2)S1. Reaction SMILES: [CH3:35][N:36]1[CH2:37][CH:38]([CH3:42])[NH:39][CH2:40][CH2:41]1.[F:1][C:2]([c:3]1[c:4]([CH2:5][n:6]2[n:7][cH:8][c:9]3[cH:10][c:11]([CH:15]=[C:16]4[C:17](=[O:24])[N:18]=[C:19]([S:21][CH2:22][CH3:23])[S:20]4)[cH:12][cH:13][c:14]23)[cH:25][cH:26][c:27]([C:29]([F:30])([F:31])[F:32])[cH:28]1)([F:33])[F:34]>>[F:1][C:2]([c:3]1[c:4]([CH2:5][n:6]2[n:7][cH:8][c:9]3[cH:10][c:11]([CH:15]=[C:16]4[C:17](=[O:24])[N:18]=[C:19]([N:39]5[CH:38]([CH3:42])[CH2:37][N:36]([CH3:35])[CH2:41][CH2:40]5)[S:20]4)[cH:12][cH:13][c:14]23)[cH:25][cH:26][c:27]([C:29]([F:30])([F:31])[F:32])[cH:28]1)([F:33])[F:34]. Reactants: CCNc1cc(OC)ccc1C1CCc2cc(OC(=O)C(C)(C)C)ccc2C1, CC(C)(COc1ccc(C=O)cc1)NC(=O)OC(C)(C)C. As a reaction SMILES: [CH2:1]([CH3:2])[NH:3][c:4]1[c:5]([CH:12]2[CH2:13][c:14]3[cH:15][cH:16][c:17]([O:22][C:23]([C:24]([CH3:25])([CH3:26])[CH3:27])=[O:28])[cH:18][c:19]3[CH2:20][CH2:21]2)[cH:6][cH:7][c:8]([O:10][CH3:11])[cH:9]1.[CH:29](=[O:30])[c:31]1[cH:32][cH:33][c:34]([O:35][CH2:36][C:37]([CH3:38])([CH3:39])[NH:40][C:41]([O:42][C:43]([CH3:44])([CH3:45])[CH3:46])=[O:47])[cH:48][cH:49]1>>[CH2:1]([CH2:2][CH2:29][c:31]1[cH:32][cH:33][c:34]([O:35][CH2:36][C:37]([CH3:38])([CH3:39])[NH:40][C:41]([O:42][C:43]([CH3:44])([CH3:45])[CH3:46])=[O:47])[cH:48][cH:49]1)[NH:3][c:4]1[c:5]([CH:12]2[CH2:13][c:14]3[cH:15][cH:16][c:17]([O:22][C:23]([C:24]([CH3:25])([CH3:26])[CH3:27])=[O:28])[cH:18][c:19]3[CH2:20][CH2:21]2)[cH:6][cH:7][c:8]([O:10][CH3:11])[cH:9]1. Product: COc1ccc(C2CCc3cc(OC(=O)C(C)(C)C)ccc3C2)c(NCCCc2ccc(OCC(C)(C)NC(=O)OC(C)(C)C)cc2)c1. Starting materials: COC(CCNC(=O)C1CN(CCC1)C(CCC1CCN(CC1)C(=O)OC(C)(C)C)=O)=O (N-[1-{3-(1-tert-butoxycarbonyl-4-piperidyl)propionyl}-3-piperidylcarbonyl]-β-alanine methyl ester), [OH-].[Li+] (lithium hydroxide), OS(=O)(=O)[O-].[K+] (KHSO4). The solvent is CO (methanol), O (water). Reaction conditions: temperature 0 celsius. The product is C(C)(C)(C)OC(=O)N1CCC(CC1)CCC(=O)N1CC(CCC1)C(=O)NCCC(=O)O (N-[1-{3-(1-tert-butoxycarbonyl-4-piperidyl)propionyl}-3-piperidylcarbonyl]-β-alanine). Isolated yield 82.3%. RXN SMILES: C[O:2][C:3](=[O:32])[CH2:4][CH2:5][NH:6][C:7]([CH:9]1[CH2:14][CH2:13][CH2:12][N:11]([C:15](=[O:31])[CH2:16][CH2:17][CH:18]2[CH2:23][CH2:22][N:21]([C:24]([O:26][C:27]([CH3:30])([CH3:29])[CH3:28])=[O:25])[CH2:20][CH2:19]2)[CH2:10]1)=[O:8].[OH-].[Li+].OS([O-])(=O)=O.[K+]>CO.O>[C:27]([O:26][C:24]([N:21]1[CH2:20][CH2:19][CH:18]([CH2:17][CH2:16][C:15]([N:11]2[CH2:12][CH2:13][CH2:14][CH:9]([C:7]([NH:6][CH2:5][CH2:4][C:3]([OH:32])=[O:2])=[O:8])[CH2:10]2)=[O:31])[CH2:23][CH2:22]1)=[O:25])([CH3:30])([CH3:28])[CH3:29] |f:1.2,3.4|. Reported procedure: A solution of N-[1-{3-(1-tert-butoxycarbonyl-4-piperidyl)propionyl}-3-piperidylcarbonyl]-β-alanine methyl ester (2.03 g) in methanol (10 ml) and water (10 ml) was added lithium hydroxide (0.56 g) under stirring at 0° C. After stirring at ambient temperature for 1 hour, the mixture was acidified with 5% KHSO4 aqueous solution and extracted with ethyl acetate. The extract was washed with water, brine and dried over MgSO4, and evaporated in vacuo to give N-[1-{3-(1-tert-butoxycarbonyl-4-piperidyl)p... Reactants: C(C1CO1)OC1=CC=CC=C1 (Phenyl glycidyl ether), NCCNC1=NC2=CC(=C(C=C2C(=N1)N)OC)OC (2-(2-aminoethylamino)-4-amino-6,7-dimethoxyquinazoline), CN(C=O)C (dimethylformamide). The solvent is O (water). Reaction conditions: time 48 hour. Product: O(C1=CC=CC=C1)CC(CNCCNC1=NC2=CC(=C(C=C2C(=N1)N)OC)OC)O (1-Phenoxy-3-[2-(4-amino-6,7-dimethoxyquinazolin-2-ylamino)-ethylamino]-propan-2-ol). Reaction SMILES: [CH2:1]([O:5][C:6]1[CH:11]=[CH:10][CH:9]=[CH:8][CH:7]=1)[CH:2]1[O:4][CH2:3]1.[NH2:12][CH2:13][CH2:14][NH:15][C:16]1[N:25]=[C:24]([NH2:26])[C:23]2[C:18](=[CH:19][C:20]([O:29][CH3:30])=[C:21]([O:27][CH3:28])[CH:22]=2)[N:17]=1.CN(C)C=O>O>[O:5]([CH2:1][CH:2]([OH:4])[CH2:3][NH:12][CH2:13][CH2:14][NH:15][C:16]1[N:25]=[C:24]([NH2:26])[C:23]2[C:18](=[CH:19][C:20]([O:29][CH3:30])=[C:21]([O:27][CH3:28])[CH:22]=2)[N:17]=1)[C:6]1[CH:11]=[CH:10][CH:9]=[CH:8][CH:7]=1. Procedure: 3.8 g Phenyl glycidyl ether and 10 g. 2-(2-aminoethylamino)-4-amino-6,7-dimethoxyquinazoline are dissolved in 5 ml. dimethylformamide and left to stand for 48 hours at ambient temperature. The reaction mixture is then poured into water, filtered with suction and purified chromatographically on a silica gel column in the manner described in Example 24. There are obtained 2.5 g. (24% of theory) of the desired product in the form of colorless crystals; m.p. 122°-124° C., after recrystallization fro... Reactants: FC1=CC=CC(=N1)C(C(C(=O)OCC)CC1=CC(=CC=C1)OC(C(F)F)(F)F)O (ethyl(2RS,3RS)-3-(6-fluoropyridin-2-yl)-3-hydroxy-2-((3-(1,1,2,2-tetrafluoroethoxy)phenyl)methyl)propionate), [OH-].[Na+] (sodium hydroxide), Cl (hydrochloric acid). The solvent is CO (methanol). Run at time 2 hour. Yields the product FC1=CC=CC(=N1)C(C(C(=O)O)CC1=CC(=CC=C1)OC(C(F)F)(F)F)O ((2RS,3RS)-3-(6-fluoropyridin-2-yl)-3-hydroxy-2-((3-(1,1,2,2-tetrafluoroethoxy)phenyl)methyl)propionic acid). Yield: 74.5%. RXN SMILES: [F:1][C:2]1[N:7]=[C:6]([CH:8]([OH:29])[CH:9]([CH2:15][C:16]2[CH:21]=[CH:20][CH:19]=[C:18]([O:22][C:23]([F:28])([F:27])[CH:24]([F:26])[F:25])[CH:17]=2)[C:10]([O:12]CC)=[O:11])[CH:5]=[CH:4][CH:3]=1.[OH-].[Na+].Cl>CO>[F:1][C:2]1[N:7]=[C:6]([CH:8]([OH:29])[CH:9]([CH2:15][C:16]2[CH:21]=[CH:20][CH:19]=[C:18]([O:22][C:23]([F:27])([F:28])[CH:24]([F:25])[F:26])[CH:17]=2)[C:10]([OH:12])=[O:11])[CH:5]=[CH:4][CH:3]=1 |f:1.2|. Procedure: To a solution of ethyl(2RS,3RS)-3-(6-fluoropyridin-2-yl)-3-hydroxy-2-((3-(1,1,2,2-tetrafluoroethoxy)phenyl)methyl)propionate (5.5 g, 13.1 mmol, (2RS,3RS) form: (2RS,3SR) form=6:1) in methanol (25 ml) was added 2N aqueous sodium hydroxide solution (13.1 ml, 26.2 mmol), and the mixture was stirred at room temperature for 2 hrs. The reaction solution was acidified with 1N hydrochloric acid and extracted with ethyl acetate (200 ml×2). The extract was washed with water and saturated brine, dried over... The reactants are CC(=O)OC(C)=O, CC(=O)SC1CC(CO)N(C(=O)OCc2ccc([N+](=O)[O-])cc2)C1, O, c1ccncc1. Product: CC(=O)OCC1CC(SC(C)=O)CN1C(=O)OCc1ccc([N+](=O)[O-])cc1. RXN SMILES: [CH3:25][C:26](=[O:27])[O:28][C:29](=[O:30])[CH3:31].[N+:1](=[O:2])([O-:3])[c:4]1[cH:5][cH:6][c:7]([CH2:8][O:9][C:10](=[O:11])[N:12]2[CH:13]([CH2:21][OH:22])[CH2:14][CH:15]([S:17][C:18]([CH3:19])=[O:20])[CH2:16]2)[cH:23][cH:24]1.[OH2:38].[cH:32]1[cH:33][cH:34][n:35][cH:36][cH:37]1>>[N+:1](=[O:2])([O-:3])[c:4]1[cH:5][cH:6][c:7]([CH2:8][O:9][C:10](=[O:11])[N:12]2[CH:13]([CH2:21][O:22][C:26]([CH3:25])=[O:27])[CH2:14][CH:15]([S:17][C:18]([CH3:19])=[O:20])[CH2:16]2)[cH:23][cH:24]1. Reaction SMILES: [O:1]1[C:6]2=[N:7][CH:8]=[CH:9][CH:10]=[C:5]2[CH:4](O)[CH2:3][CH2:2]1.S(Cl)([Cl:14])=O.C([O-])(O)=O.[Na+]>C(Cl)Cl>[Cl:14][CH:4]1[C:5]2[C:6](=[N:7][CH:8]=[CH:9][CH:10]=2)[O:1][CH2:2][CH2:3]1 |f:2.3|. Product: ClC1CCOC2=NC=CC=C21 (4-chloro-3,4-dihydro-2H-pyrano[2,3-b]pyridine). Run in C(Cl)Cl (DCM). Conditions: temperature 0 celsius, time 10 minute. The reactants are S(=O)(Cl)Cl (thionyl chloride), O1CCC(C=2C1=NC=CC2)O (3,4-dihydro-2H-pyrano[2,3-b]pyridin-4-ol), C(=O)(O)[O-].[Na+] (NaHCO3). Procedure details: To a mixture of 3,4-dihydro-2H-pyrano[2,3-b]pyridin-4-ol (21 mmol) in 80 mL DCM was added 2.3 mL thionyl chloride at 0° C. The reaction mixture was stirred at 0° C. for 10 min and then at reflux for 30 min. After cooling to RT, sat. aq. NaHCO3 solution was added and the mixture was extracted 3 times with EtOAc. The combined organic layers were washed with brine, dried over MgSO4 and concentrated in vacuo to obtain the desired product as orange oil. The reactants are Cl.NC(=N)N (guanidine hydrochloride), [Na] (sodium), ClC1=NC=CC=C1C(\C=C\N(C)C)=O ((E)-1-(2-chloropyridin-3-yl)-3-(dimethylamino)prop-2-en-1-one). Run in CO (methanol). Reaction conditions: time 30 minute. The product is ClC1=NC=CC=C1C1=NC(=NC=C1)N (4-(2-chloropyridin-3-yl)pyrimidin-2-amine). RXN SMILES: [Na].Cl.[NH2:3][C:4]([NH2:6])=[NH:5].[Cl:7][C:8]1[C:13]([C:14](=O)/[CH:15]=[CH:16]/N(C)C)=[CH:12][CH:11]=[CH:10][N:9]=1>CO>[Cl:7][C:8]1[C:13]([C:14]2[CH:15]=[CH:16][N:3]=[C:4]([NH2:6])[N:5]=2)=[CH:12][CH:11]=[CH:10][N:9]=1 |f:1.2,^1:0|. Procedure: In an argon purged 500 mL round bottom flask placed in an isopropanol bath, was added sodium metal (3.40 g, 148 mmol) slowly to methanol (180 mL). The mixture was stirred at RT for about 30 minutes. To this was added guanidine hydrochloride (12.0 mL, 182 mmol) and the mixture was stirred at RT for 30 minutes, followed by addition of (E)-1-(2-chloropyridin-3-yl)-3-(dimethylamino)prop-2-en-1-one (12.0 g, 57.0 mmol), attached air condenser, moved reaction to an oil bath, where it was heated to abou...